From a dataset of the Open Reaction Database (ORD), a public repository of structured organic reaction records. describe an organic reaction: reactants, conditions, products, and yield Starting materials: COc1cc(Cl)nc(SCc2cccc(F)c2F)n1, NS(=O)(=O)N1CCOCC1. The product is COc1cc(NS(=O)(=O)N2CCOCC2)nc(SCc2cccc(F)c2F)n1. As a reaction SMILES: [Cl:11][c:12]1[n:13][c:14]([S:20][CH2:21][c:22]2[c:23]([F:29])[c:24]([F:28])[cH:25][cH:26][cH:27]2)[n:15][c:16]([O:18][CH3:19])[cH:17]1.[O:1]1[CH2:2][CH2:3][N:4]([S:7](=[O:8])(=[O:9])[NH2:10])[CH2:5][CH2:6]1>>[O:1]1[CH2:2][CH2:3][N:4]([S:7](=[O:8])(=[O:9])[NH:10][c:12]2[n:13][c:14]([S:20][CH2:21][c:22]3[c:23]([F:29])[c:24]([F:28])[cH:25][cH:26][cH:27]3)[n:15][c:16]([O:18][CH3:19])[cH:17]2)[CH2:5][CH2:6]1. The reactants are ClC1=CC(=C(CN2C=CC=3C2=NC(=C(C3C3=CC=C(C=C3)C)C(=O)OC)C)C=C1)F (Methyl 1-(4-chloro-2-fluorobenzyl)-6-methyl-4-(p-tolyl)-1H-pyrrolo[2,3-b]pyridine-5-carboxylate), O (water), [OH-].[Na+] (NaOH), [H-].[H-].[H-].[H-].[Li+].[Al+3] (LiAlH4), O (water). The solvent is C1CCOC1 (THF). Run at time 18 hour. The product is ClC1=CC(=C(CN2C=CC=3C2=NC(=C(C3C3=CC=C(C=C3)C)CO)C)C=C1)F ((1-(4-chloro-2-fluorobenzyl)-6-methyl-4-(p-tolyl)-1H-pyrrolo[2,3-b]pyridin-5-yl)methanol), CO (methanol). The yield is 173.3%. Reaction SMILES: [Cl:1][C:2]1[CH:29]=[CH:28][C:5]([CH2:6][N:7]2[C:11]3=[N:12][C:13]([CH3:27])=[C:14]([C:23](OC)=[O:24])[C:15]([C:16]4[CH:21]=[CH:20][C:19]([CH3:22])=[CH:18][CH:17]=4)=[C:10]3[CH:9]=[CH:8]2)=[C:4]([F:30])[CH:3]=1.[H-].[H-].[H-].[H-].[Li+].[Al+3].O.[OH-].[Na+]>C1COCC1>[Cl:1][C:2]1[CH:29]=[CH:28][C:5]([CH2:6][N:7]2[C:11]3=[N:12][C:13]([CH3:27])=[C:14]([CH2:23][OH:24])[C:15]([C:16]4[CH:17]=[CH:18][C:19]([CH3:22])=[CH:20][CH:21]=4)=[C:10]3[CH:9]=[CH:8]2)=[C:4]([F:30])[CH:3]=1.[CH3:23][OH:24] |f:1.2.3.4.5.6,8.9|. Procedure details: Methyl 1-(4-chloro-2-fluorobenzyl)-6-methyl-4-(p-tolyl)-1H-pyrrolo[2,3-b]pyridine-5-carboxylate (250 mg, 0.591 mmol) was dissolved in THF (2 ml). LiAlH4 (2.53 ml, 2.53 mmol) was added to the mixture at 0° C. and allowed to warm to room temperature. The reaction was stirred for 18 hours at room temperature. The reaction was stopped by the addition of 0.1 mL of water followed by a 10 minute wait, then the addition of a 15% NaOH solution (0.1 mL) followed by a 10 minute wait and finally 0.3 mL of w...